describe an organic reaction: reactants, conditions, products, and yield From a dataset of the Open Reaction Database (ORD), a public repository of structured organic reaction records. Reactants: C(C)(=O)O (acetic acid), ClCC([C@@]1(C(C[C@H]2[C@@H]3CCC4=CC(CC[C@]4(C)[C@H]3CC[C@]12C)=O)=C)O)=O (21-Chloro-17β-hydroxy-16-methylenepregn-4-ene-3,20-dione). Reagents/catalysts: [Zn] (Zinc). Solvent: C(C)(=O)OCC (ethyl acetate). Conditions: time 16.5 hour. The product is O[C@@]1(C(C)=O)C(C[C@H]2[C@@H]3CCC4=CC(CC[C@]4(C)[C@H]3CC[C@]12C)=O)=C (17β-Hydroxy-16-methylenepregn-4-ene-3,20-dione). RXN SMILES: C(O)(=O)C.Cl[CH2:6][C:7](=[O:30])[C@@:8]1([OH:29])[C@:25]2([CH3:26])[C@H:11]([C@H:12]3[C@H:22]([CH2:23][CH2:24]2)[C@:20]2([CH3:21])[C:15](=[CH:16][C:17](=[O:27])[CH2:18][CH2:19]2)[CH2:14][CH2:13]3)[CH2:10][C:9]1=[CH2:28]>C(OCC)(=O)C.[Zn]>[OH:29][C@@:8]1([C@:25]2([CH3:26])[C@H:11]([C@H:12]3[C@H:22]([CH2:23][CH2:24]2)[C@:20]2([CH3:21])[C:15](=[CH:16][C:17](=[O:27])[CH2:18][CH2:19]2)[CH2:14][CH2:13]3)[CH2:10][C:9]1=[CH2:28])[C:7](=[O:30])[CH3:6]. Reported procedure: Zinc dust (0.030 mg) and glacial acetic acid (0.13 ml) is added to a solution of 21-chloro-17β-hydroxy-16-methylenepregn-4-ene-3,20-dione (III, EXAMPLE 40B, 0.050 g) in ethyl acetate (1.5 ml). The reaction system is purged with nitrogen and warmed to 45°. After stirring for 16.5 hr, THF (5 ml) is added and the mixture is filtered thru celite to remove the remaining zinc. The filtrate is then partitioned between water (5 ml) and ether (5 ml). The organic extract is washed with sodium bicarbonate ... Reported procedure: Following the procedure for the preparation of 10-(4-chlorophenyl)-1,2,3,4,5,5a,6,10b-octahydroazepino[4,5-b]indole dihydrochloride, making non-critical variations, starting from 10-(3-phenoxypropyl)-1,2,3,4,5,6-hexahydroazepino[4,5-b]indole the title compound was prepared: 1H NMR (CDCl3) δ 2.02-2.14, 2.27, 2.74, 2.90-3.03, 3.45, 3.50, 3.98, 4.14, 4.50, 6.47, 6.63, 6.91, 6.95, 7.03, 7.30. HRMS (FAB) calcd for C21H26N2O (MH+) 323.2123, found 323.2104. Reaction SMILES: Cl.Cl.ClC1C=CC(C2C3C4CCNCCC4NC=3C=CC=2)=CC=1.[O:24]([CH2:31][CH2:32][CH2:33][C:34]1[C:35]2[C:36]3[CH2:47][CH2:46][NH:45][CH2:44][CH2:43][C:37]=3[NH:38][C:39]=2[CH:40]=[CH:41][CH:42]=1)[C:25]1[CH:30]=[CH:29][CH:28]=[CH:27][CH:26]=1>>[O:24]([CH2:31][CH2:32][CH2:33][C:34]1[C:35]2[C@@H:36]3[CH2:47][CH2:46][NH:45][CH2:44][CH2:43][C@@H:37]3[NH:38][C:39]=2[CH:40]=[CH:41][CH:42]=1)[C:25]1[CH:30]=[CH:29][CH:28]=[CH:27][CH:26]=1 |f:0.1.2|. Starting materials: Cl.Cl.ClC1=CC=C(C=C1)C=1C=2C3C(NC2C=CC1)CCNCC3 (10-(4-chlorophenyl)-1,2,3,4,5,5a,6,10b-octahydroazepino[4,5-b]indole dihydrochloride), O(C1=CC=CC=C1)CCCC=1C=2C3=C(NC2C=CC1)CCNCC3 (10-(3-phenoxypropyl)-1,2,3,4,5,6-hexahydroazepino[4,5-b]indole). Product: O(C1=CC=CC=C1)CCCC=1C=2[C@H]3[C@@H](NC2C=CC1)CCNCC3 ((5aS*,10bS*)-10-(3-phenoxypropyl)-1,2,3,4,5,5a,6,10b-octahydroazepino[4,5-b]indole). Starting materials: Cl, Cl, CC(C)(C)c1cc(CN)c(O)c(S(C)(=O)=O)c1, O=C(O)C(F)(F)F. Product: CC(C)(C)c1cc(C=O)c(O)c(S(C)(=O)=O)c1. RXN SMILES: [ClH:19].[ClH:1].[NH2:2][CH2:3][c:4]1[c:5]([OH:18])[c:6]([S:14](=[O:15])(=[O:16])[CH3:17])[cH:7][c:8]([C:10]([CH3:11])([CH3:12])[CH3:13])[cH:9]1.[OH:20][C:21]([C:22]([F:23])([F:24])[F:25])=[O:26]>>[CH:3]([c:4]1[c:5]([OH:18])[c:6]([S:14](=[O:15])(=[O:16])[CH3:17])[cH:7][c:8]([C:10]([CH3:11])([CH3:12])[CH3:13])[cH:9]1)=[O:20].